This data is from the Open Reaction Database (ORD), a public repository of structured organic reaction records. The task is: describe an organic reaction: reactants, conditions, products, and yield Reactants: FC(C(=O)O)(F)F (trifluoroacetic acid), C1C(CC2=CC=CC=C12)NC=1N=CC2=C(N1)CN(C2)C(CN(C(OC(C)(C)C)=O)CCC2=CN=NN2)=O (tert-butyl {2-[2-(2,3-dihydro-1H-inden-2-ylamino)-5,7-dihydro-6H-pyrrolo[3,4-d]pyrimidin-6-yl]-2-oxoethyl}[2-(1H-1,2,3-triazol-5-yl)ethyl]carbamate). Run in ClCCl (dichloromethane). Reaction conditions: time 2 hour. Product: C1C(CC2=CC=CC=C12)NC=1N=CC2=C(N1)CN(C2)C(CNCCC2=CN=NN2)=O (1-[2-(2,3-dihydro-1H-inden-2-ylamino)-5,7-dihydro-6H-pyrrolo[3,4-d]pyrimidin-6-yl]-2-{[2-(1H-1,2,3-triazol-5-yl)-ethyl]amino}ethanone). Isolated yield 77.4%. Reaction SMILES: FC(F)(F)C(O)=O.[CH2:8]1[C:16]2[C:11](=[CH:12][CH:13]=[CH:14][CH:15]=2)[CH2:10][CH:9]1[NH:17][C:18]1[N:19]=[CH:20][C:21]2[CH2:26][N:25]([C:27](=[O:44])[CH2:28][N:29]([CH2:37][CH2:38][C:39]3[NH:43][N:42]=[N:41][CH:40]=3)C(=O)OC(C)(C)C)[CH2:24][C:22]=2[N:23]=1>ClCCl>[CH2:8]1[C:16]2[C:11](=[CH:12][CH:13]=[CH:14][CH:15]=2)[CH2:10][CH:9]1[NH:17][C:18]1[N:19]=[CH:20][C:21]2[CH2:26][N:25]([C:27](=[O:44])[CH2:28][NH:29][CH2:37][CH2:38][C:39]3[NH:43][N:42]=[N:41][CH:40]=3)[CH2:24][C:22]=2[N:23]=1. Reported procedure: Add trifluoroacetic acid (3 mL) slowly to a 0° C. solution containing tert-butyl {2-[2-(2,3-dihydro-1H-inden-2-ylamino)-5,7-dihydro-6H-pyrrolo[3,4-d]pyrimidin-6-yl]-2-oxoethyl}[2-(1H-1,2,3-triazol-5-yl)ethyl]carbamate (0.15 g; 1.0 equiv; 0.297 mmoles) in dichloromethane (1 mL). Stir for 2 hours, then warm to ambient temperature and stir for 30 minutes. Concentrate the mixture and dissolve the residue in dichloromethane (20 mL). Add saturated sodium bicarbonate (20 mL), brine (20 mL), and water (...